From a dataset of the Open Reaction Database (ORD), a public repository of structured organic reaction records. describe an organic reaction: reactants, conditions, products, and yield The reactants are C(C)OC(=O)C1(CC2=CC=CC=C2C1)NC(C1=C(C(=CC=C1)C)C#CCCC)=O (2-(3-Methyl-2-pent-1-ynyl-benzoylamino)-indan-2-carboxylic acid ethyl ester), [OH-].[K+] (KOH), O (water). Run in CCO (EtOH). Conditions: time 8 hour. Product: CC=1C(=C(C(=O)NC2(CC3=CC=CC=C3C2)C(=O)O)C=CC1)C#CCCC (2-(3-Methyl-2-pent-1-ynyl-benzoylamino)-indan-2-carboxylic acid). The yield is 68.6%. Reaction SMILES: C([O:3][C:4]([C:6]1([NH:15][C:16](=[O:29])[C:17]2[CH:22]=[CH:21][CH:20]=[C:19]([CH3:23])[C:18]=2[C:24]#[C:25][CH2:26][CH2:27][CH3:28])[CH2:14][C:13]2[C:8](=[CH:9][CH:10]=[CH:11][CH:12]=2)[CH2:7]1)=[O:5])C.[OH-].[K+].O>CCO>[CH3:23][C:19]1[C:18]([C:24]#[C:25][CH2:26][CH2:27][CH3:28])=[C:17]([CH:22]=[CH:21][CH:20]=1)[C:16]([NH:15][C:6]1([C:4]([OH:5])=[O:3])[CH2:14][C:13]2[C:8](=[CH:9][CH:10]=[CH:11][CH:12]=2)[CH2:7]1)=[O:29] |f:1.2|. Procedure details: The mixture of 2-(3-methyl-2-pent-1-ynyl-benzoylamino)-indan-2-carboxylic acid ethyl ester (122) (180 mg, 0.46 mmol) and KOH (1 g, 18 mmol) is dissolved in EtOH (8 mL) and water (1 mL) under a water bath. The water bath is removed when KOH is completely dissolved and the resulting reaction solution is stirred at RT for 8 h. After concentration in vacuo, the residue is dissolved in water (20 mL) and acidified with conc. HCl until pH˜4. After filtration, the solid is purified by HPLC to give a pur... The reactants are C(=O)OCC (ethyl formate), [O-]CC.[Na+] (sodium ethoxide), [Na] (sodium), COC1=C2CCCC(C2=CC=C1)=O (5-methoxy-3,4-dihydronaphthalen-1(2H)-one). Run in C1=CC=CC=C1 (benzene), C1=CC=CC=C1 (benzene), C(C)O (ethanol), C1=CC=CC=C1 (benzene). Reaction conditions: temperature 0 celsius. Yields the product C(=O)C1C(C2=CC=CC(=C2CC1)OC)=O (2-formyl-5-methoxy-3,4-dihydronaphthalen-1(2H)-one). RXN SMILES: C(OCC)=O.[O-:6][CH2:7][CH3:8].[Na+].[Na].[CH3:11][O:12][C:13]1[CH:22]=[CH:21][CH:20]=[C:19]2[C:14]=1[CH2:15][CH2:16]C[C:18]2=[O:23]>C1C=CC=CC=1.C(O)C>[CH:7]([CH:8]1[CH2:16][CH2:15][C:14]2[C:19](=[CH:20][CH:21]=[CH:22][C:13]=2[O:12][CH3:11])[C:18]1=[O:23])=[O:6] |f:1.2,^1:9|. Reported procedure: A solution of ethyl formate (20 ml, 0.37 mol) in anhydrous benzene (100 ml) is added to sodium ethoxide, prepared from sodium (8.34 g, 0.35 mol) and absolute ethanol, in anhydrous benzene (100 ml). The reaction mixture is cooled to about 0° C. and a solution of 5-methoxy-3,4-dihydronaphthalen-1(2H)-one (25 g, 0.14 mol) in anhydrous benzene (100 ml) is then slowly stirred in. By working up the mixture as described in J. Am. Chem. Soc., 1947, 69, 2942, the above indicated product is recovered (24.... The reactants are methyl-substituted 8-bromo-2-tetralone, unsubstituted 8-bromo-2-tetralone, BrC=1C=CC=C2CCC(CC12)=O (8-bromo-2-tetralone), N1CCCC1 (pyrrolidine). Yields the product N1(CCCC1)C=1CCC2=CC=CC=C2C1 (1,2-dihydro-3-pyrrolidinyl-naphthalene). As a reaction SMILES: Br[C:2]1[CH:3]=[CH:4][CH:5]=[C:6]2[C:11]=1[CH2:10][C:9](=O)[CH2:8][CH2:7]2.[NH:13]1[CH2:17][CH2:16][CH2:15][CH2:14]1>>[N:13]1([C:9]2[CH2:8][CH2:7][C:6]3[C:11]([CH:10]=2)=[CH:2][CH:3]=[CH:4][CH:5]=3)[CH2:17][CH2:16][CH2:15][CH2:14]1. Procedure details: When R2 in the compounds of Formula I is methyl, the methyl-substituted 8-bromo-2-tetralone can be prepared from the corresponding unsubstituted 8-bromo-2-tetralone. The 8-bromo-2-tetralone first is treated with pyrrolidine to produce the corresponding 1,2-dihydro-3-pyrrolidinyl-naphthalene. The latter, upon treatment with methyl iodide and acid hydrolysis, gives the desired 8-bromo-1-methyl-2-tetralone. Starting materials: C([O-])([O-])=O.[Na+].[Na+] (Sodium carbonate), BrBr (bromine), CO (methanol), CC1=CC=C(O1)CCCOC1=C(C=C(C=C1C)C=1N=NN(N1)C)C (5-methyl 2-[3-[2,6-dimethyl-4-(2-methyl-tetrazol-5-yl)phenoxy]-propyl]furan), CO (methanol). Solvent: [Cl-].[Na+].O (brine). The product is COC1OC(C=C1)OC (2,5-dimethoxy-2,5-dihydrofuran). RXN SMILES: [C:1](=[O:4])([O-:3])[O-].[Na+].[Na+].C[C:8]1[O:12][C:11](CCCOC2C(C)=CC(C3N=NN(C)N=3)=CC=2C)=[CH:10][CH:9]=1.BrBr.[CH3:33]O>[Cl-].[Na+].O>[CH3:33][O:3][CH:1]1[CH:9]=[CH:10][CH:11]([O:12][CH3:8])[O:4]1 |f:0.1.2,6.7.8|. Procedure details: Sodium carbonate (1.2 g) was added to a cooled (-10° C.) solution of 5-methyl 2-[3-[2,6-dimethyl-4-(2-methyl-tetrazol-5-yl)phenoxy]-propyl]furan from example 9d (780 mg, 2.4 mmol) in 18 mL of methanol with stirring, and then bromine (0.135 g, 14 mmol) in 8 mL of methanol was added dropwise until the brown color persisted, and the resulting reaction mixture was allowed to stir at -10° C. for 45 min. To the mixture was added brine, extracted with ether (3×25 mL), and the organic layer was washed w... Starting materials: C(C=C)Cl (allyl chloride), C(#N)N=C([S-])[S-].[K+].[K+] (potassium N-cyanodithioimidocarbonate), OO (hydrogen peroxide). Procedure details: 77 g of allyl chloride and 195 g of potassium N-cyanodithioimidocarbonate were condensed and the reaction product was oxidized with 100 ml of 30% hydrogen peroxide to obtain 63 g of 3-hydroxy-5-allylthio-1,2,4-thiadiazole melting at 84° C. Product: OC1=NSC(=N1)SCC=C (3-hydroxy-5-allylthio-1,2,4-thiadiazole). As a reaction SMILES: [CH2:1](Cl)[CH:2]=[CH2:3].[C:5]([N:7]=[C:8]([S-:10])[S-:9])#[N:6].[K+].[K+].[OH:13]O>>[OH:13][C:5]1[N:7]=[C:8]([S:10][CH2:1][CH:2]=[CH2:3])[S:9][N:6]=1 |f:1.2.3|. Reactants: C=CC(=O)OCC, CC(C)(C)CC=CN1CCCCC1, CC#N, Oc1ccc(O)cc1. The product is CCOC(=O)C1CC(CC(C)(C)C)C1N1CCCCC1. As a reaction SMILES: [C:14]([CH:15]=[CH2:16])(=[O:17])[O:18][CH2:19][CH3:20].[CH3:1][C:2]([CH2:3][CH:4]=[CH:5][N:6]1[CH2:7][CH2:8][CH2:9][CH2:10][CH2:11]1)([CH3:12])[CH3:13].[CH3:29][C:30]#[N:31].[OH:21][c:22]1[cH:23][cH:24][c:25]([OH:26])[cH:27][cH:28]1>>[CH3:1][C:2]([CH2:3][CH:4]1[CH:5]([N:6]2[CH2:7][CH2:8][CH2:9][CH2:10][CH2:11]2)[CH:15]([C:14](=[O:17])[O:18][CH2:19][CH3:20])[CH2:16]1)([CH3:12])[CH3:13].